From a dataset of the Open Reaction Database (ORD), a public repository of structured organic reaction records. describe an organic reaction: reactants, conditions, products, and yield Reactants: CNC (Dimethylamine), CS(=O)(=O)OS(=O)(=O)C (Methanesulfonic anhydride), ClC1=CC=C(O1)C1SC(CN2C1=C1C(=C2C2=CC=CC=C2)C(N(C(N1C)=O)C)=O)CO (10-(5-chlorofuran-2-yl)-8-(hydroxymethyl)-1,3-dimethyl-5-phenyl-7,8-dihydro-1H-pyrimido[4′,5′:3,4]pyrrolo[2,1-c][1,4]thiazine-2,4(3H,10H)-dione), N1=C(C=CC=C1C)C (2,6-lutidine). Solvent: C(Cl)Cl (DCM). Conditions: time 2 hour. The product is ClC1=CC=C(O1)[C@H]1S[C@H](CN2C1=C1C(=C2C2=CC=CC=C2)C(N(C(N1C)=O)C)=O)CN(C)C ((8S,10S)-10-(5-chlorofuran-2-yl)-8-((dimethylamino)methyl)-1,3-dimethyl-5-phenyl-7,8-dihydro-1H-pyrimido[4′,5′:3,4]pyrrolo[2,1-c][1,4]thiazine-2,4(3H,10H)-dione). As a reaction SMILES: CS(OS(C)(=O)=O)(=O)=O.[Cl:10][C:11]1[O:15][C:14]([CH:16]2[C:21]3=[C:22]4[N:34]([CH3:35])[C:33](=[O:36])[N:32]([CH3:37])[C:31](=[O:38])[C:23]4=[C:24]([C:25]4[CH:30]=[CH:29][CH:28]=[CH:27][CH:26]=4)[N:20]3[CH2:19][CH:18]([CH2:39]O)[S:17]2)=[CH:13][CH:12]=1.[N:41]1[C:46](C)=CC=C[C:42]=1C.CNC>C(Cl)Cl>[Cl:10][C:11]1[O:15][C:14]([C@@H:16]2[C:21]3=[C:22]4[N:34]([CH3:35])[C:33](=[O:36])[N:32]([CH3:37])[C:31](=[O:38])[C:23]4=[C:24]([C:25]4[CH:26]=[CH:27][CH:28]=[CH:29][CH:30]=4)[N:20]3[CH2:19][C@H:18]([CH2:39][N:41]([CH3:46])[CH3:42])[S:17]2)=[CH:13][CH:12]=1. Reported procedure: Methanesulfonic anhydride (60.9 mg, 0.35 mmol) was added to a solution of 10-(5-chlorofuran-2-yl)-8-(hydroxymethyl)-1,3-dimethyl-5-phenyl-7,8-dihydro-1H-pyrimido[4′,5′:3,4]pyrrolo[2,1-c][1,4]thiazine-2,4(3H,10H)-dione (Example 12.0) (160 mg, 0.35 mmol) and 2,6-lutidine (0.041 ml, 0.35 mmol) in DCM (16 ml) at 0°. The mixture was stirred at room temperature for 2 hours. The mixture was evaporated under vacuum and the residue redissolved in THF (6 ml). Dimethylamine solution (2M in THF, 6 ml, 12.0 ... Yields the product CC(=O)c1cc(S(N)(=O)=O)sc1Cl. As a reaction SMILES: [CH2:17]1[O:18][CH2:19][CH2:20][CH2:21]1.[CH3:1][N:2]([C:3](=[O:4])[c:5]1[c:6]([Cl:14])[s:7][c:8]([S:10]([NH2:11])(=[O:12])=[O:13])[cH:9]1)[O:15][CH3:16]>>[C:3](=[O:4])([c:5]1[c:6]([Cl:14])[s:7][c:8]([S:10]([NH2:11])(=[O:12])=[O:13])[cH:9]1)[CH3:17]. Reactants: C1CCOC1, CON(C)C(=O)c1cc(S(N)(=O)=O)sc1Cl.